From a dataset of the Open Reaction Database (ORD), a public repository of structured organic reaction records. describe an organic reaction: reactants, conditions, products, and yield Starting materials: O (Water), CNS(=O)(=O)CCC=1C=C2C=CN(C2=CC1)CC1=CC=CC=C1 (2-(1-benzyl-1H-indol-5-yl)-ethanesulfonic acid methylamide), [OH-].[K+] (potassium hydroxide), CN1CCC(CC1)=O (N-methyl-4-piperidone). Run in CO (methanol). Conditions: temperature 62.5 celsius, time 15 minute. The product is CNS(=O)(=O)CCC=1C=C2C(=CN(C2=CC1)CC1=CC=CC=C1)C=1CCN(CC1)C (2-[1-benzyl-3-(1-methyl-1,2,3,6-tetrahydro-pyridin-4-yl)-1H-indol-5-yl]-ethanesulfonic Acid Methylamide). RXN SMILES: [CH3:1][NH:2][S:3]([CH2:6][CH2:7][C:8]1[CH:9]=[C:10]2[C:14](=[CH:15][CH:16]=1)[N:13]([CH2:17][C:18]1[CH:23]=[CH:22][CH:21]=[CH:20][CH:19]=1)[CH:12]=[CH:11]2)(=[O:5])=[O:4].[CH3:24][N:25]1[CH2:30][CH2:29][C:28](=O)[CH2:27][CH2:26]1.[OH-].[K+].O>CO>[CH3:1][NH:2][S:3]([CH2:6][CH2:7][C:8]1[CH:9]=[C:10]2[C:14](=[CH:15][CH:16]=1)[N:13]([CH2:17][C:18]1[CH:23]=[CH:22][CH:21]=[CH:20][CH:19]=1)[CH:12]=[C:11]2[C:28]1[CH2:29][CH2:30][N:25]([CH3:24])[CH2:26][CH:27]=1)(=[O:5])=[O:4] |f:2.3|. Reported procedure: 2-(1-benzyl-1H-indol-5-yl)-ethanesulfonic acid methylamide (100 g) was dissolved in methanol (1000 ml) and N-methyl-4-piperidone (100 ml) was added thereto at 25° C. The reaction mass was stirred for 15 minutes and potassium hydroxide (200 g) was added at 25° C. The reaction mass was heated to 60-65° C. for 8 hours and cooled gradually to 25° C. Water (2500 ml) was added slowly and stirred the mixture till solid is obtained. The solid was filtered and dried at 50-55° C. under vacuum to obtain th... Starting materials: crude product, ClC1=NC=CC(=C1)C(=O)N1CCC2=C(C(=CC=C12)F)F ((2-chloro-pyridin-4-yl)-(4,5-difluoro-2,3-dihydro-indol-1-yl)-methanone), Cl.N1C(OC2(C3=C1N=CC=C3)CCNCC2)=O (spiro[piperidine-4,4′-pyrido[2,3-d][1,3]oxazin]-2′(1′H)-one-hydrochloride), C([O-])([O-])=O.[K+].[K+] (potassium carbonate), O.C(C)#N (water acetonitrile). The solvent is CN1CCCC1=O (NMP). Conditions: temperature 130 celsius, time 10 hour. Product: FC1=C2CCN(C2=CC=C1F)C(=O)C1=CC(=NC=C1)N1CCC2(C3=C(NC(O2)=O)N=CC=C3)CC1 (1-(4-(4,5-difluoroindoline-1-carbonyl)pyridin-2-yl)spiro[piperidine-4,4′-pyrido[2,3-d][1,3]-oxazin]-2′(1′H)-one). RXN SMILES: Cl[C:2]1[CH:7]=[C:6]([C:8]([N:10]2[C:18]3[C:13](=[C:14]([F:20])[C:15]([F:19])=[CH:16][CH:17]=3)[CH2:12][CH2:11]2)=[O:9])[CH:5]=[CH:4][N:3]=1.Cl.[NH:22]1[C:27]2[N:28]=[CH:29][CH:30]=[CH:31][C:26]=2[C:25]2([CH2:36][CH2:35][NH:34][CH2:33][CH2:32]2)[O:24][C:23]1=[O:37].C(=O)([O-])[O-].[K+].[K+].O.C(#N)C>CN1C(=O)CCC1>[F:20][C:14]1[C:15]([F:19])=[CH:16][CH:17]=[C:18]2[C:13]=1[CH2:12][CH2:11][N:10]2[C:8]([C:6]1[CH:5]=[CH:4][N:3]=[C:2]([N:34]2[CH2:33][CH2:32][C:25]3([O:24][C:23](=[O:37])[NH:22][C:27]4[N:28]=[CH:29][CH:30]=[CH:31][C:26]3=4)[CH2:36][CH2:35]2)[CH:7]=1)=[O:9] |f:1.2,3.4.5,6.7|. Reported procedure: 0.23 g (0.78 mmol) (2-chloro-pyridin-4-yl)-(4,5-difluoro-2,3-dihydro-indol-1-yl)-methanone were added to 0.20 g (0.78 mmol) spiro[piperidine-4,4′-pyrido[2,3-d][1,3]oxazin]-2′(1′H)-one-hydrochloride and 0.11 g (0.78 mmol) potassium carbonate in 3.0 mL NMP. The reaction mixture was first of all stirred for 10 h at 130° C., then cooled to RT and then stirred overnight at RT. The crude product was combined with water/acetonitrile and purified by preparative HPLC-MS. The product fractions were combin... Reactants: FC(OC1=CC=C(C=C1)N1N=C(N=C1)C1=CC=C(C=C1)/C(=C/C(=O)OCC)/C)(F)F ((E)-ethyl 3-(4-(1-(4-(trifluoromethoxy)phenyl)-1H-1,2,4-triazol-3-yl)phenyl)but-2-enoate). Reagents/catalysts: [Pd] (palladium on carbon). Run in C(C)(=O)OCC (ethyl acetate). Conditions: time 8 hour. Yields the product FC(OC1=CC=C(C=C1)N1N=C(N=C1)C1=CC=C(C=C1)C(CC(=O)OCC)C)(F)F (ethyl 3-(4-(1-(4-(trifluoromethoxy)phenyl)-1H-1,2,4-triazol-3-yl)phenyl)butanoate). Yield: 99.0%. Reaction SMILES: [F:1][C:2]([F:30])([F:29])[O:3][C:4]1[CH:9]=[CH:8][C:7]([N:10]2[CH:14]=[N:13][C:12]([C:15]3[CH:20]=[CH:19][C:18](/[C:21](/[CH3:28])=[CH:22]/[C:23]([O:25][CH2:26][CH3:27])=[O:24])=[CH:17][CH:16]=3)=[N:11]2)=[CH:6][CH:5]=1>[Pd].C(OCC)(=O)C>[F:30][C:2]([F:1])([F:29])[O:3][C:4]1[CH:9]=[CH:8][C:7]([N:10]2[CH:14]=[N:13][C:12]([C:15]3[CH:20]=[CH:19][C:18]([CH:21]([CH3:28])[CH2:22][C:23]([O:25][CH2:26][CH3:27])=[O:24])=[CH:17][CH:16]=3)=[N:11]2)=[CH:6][CH:5]=1. Procedure: A flask containing (E)-ethyl 3-(4-(1-(4-(trifluoromethoxy)phenyl)-1H-1,2,4-triazol-3-yl)phenyl)but-2-enoate (C26) (1.80 g, 4.31 mmol) and palladium on carbon (10 wt %, 0.46 g, 0.43 mmol) in ethyl acetate (14.5 mL) was evacuated and backfilled with nitrogen, and then evacuated and placed under hydrogen by balloon (˜1 atm). The reaction was stirred at room temperature overnight, and then filtered through Celite® and concentrated to afford the title compound as a tan liquid (1.79 g, 98%): 1H NMR (4... Reactants: CC(C)(C)OC(=O)Nc1ccccc1NC(=O)c1cc2cc(Br)ccc2o1, C=CB(OCCCC)OCCCC, C[O-], Cc1ccccc1, CO, [Na+], O=C(O)CC(O)(CC(=O)O)C(=O)O. Reaction SMILES: [C:1]([CH3:2])([CH3:3])([CH3:4])[O:5][C:6]([NH:7][c:8]1[c:9]([NH:14][C:15](=[O:16])[c:17]2[o:18][c:19]3[c:20]([cH:21]2)[cH:22][c:23]([Br:26])[cH:24][cH:25]3)[cH:10][cH:11][cH:12][cH:13]1)=[O:27].[CH2:31]([CH2:32][CH2:42][CH3:43])[O:33][B:34]([CH:35]=[CH2:36])[O:37][CH2:38][CH2:39][CH2:40][CH3:41].[CH3:28][O-:29].[CH3:57][c:58]1[cH:59][cH:60][cH:61][cH:62][cH:63]1.[CH3:64][OH:65].[Na+:30].[OH:44][C:45]([CH2:46][C:47]([C:48](=[O:49])[OH:50])([CH2:51][C:52](=[O:53])[OH:54])[OH:55])=[O:56]>>[C:1]([CH3:2])([CH3:3])([CH3:4])[O:5][C:6]([NH:7][c:8]1[c:9]([NH:14][C:15](=[O:16])[c:17]2[o:18][c:19]3[c:20]([cH:21]2)[cH:22][c:23]([CH:31]=[CH2:32])[cH:24][cH:25]3)[cH:10][cH:11][cH:12][cH:13]1)=[O:27]. The product is C=Cc1ccc2oc(C(=O)Nc3ccccc3NC(=O)OC(C)(C)C)cc2c1.